This data is from the Open Reaction Database (ORD), a public repository of structured organic reaction records. The task is: describe an organic reaction: reactants, conditions, products, and yield Reactants: O=C([O-])[O-], [Cu], CC(C)I, [K+], [K+], COc1cc(N)c(C#N)cc1OC. RXN SMILES: [C:14](=[O:15])([O-:16])[O-:17].[Cu:24].[I:20][CH:21]([CH3:22])[CH3:23].[K+:18].[K+:19].[NH2:1][c:2]1[c:3]([C:4]#[N:5])[cH:6][c:7]([O:12][CH3:13])[c:8]([O:10][CH3:11])[cH:9]1>>[NH:1]([c:2]1[c:3]([C:4]#[N:5])[cH:6][c:7]([O:12][CH3:13])[c:8]([O:10][CH3:11])[cH:9]1)[CH:21]([CH3:22])[CH3:23]. Product: COc1cc(C#N)c(NC(C)C)cc1OC. Starting materials: C=CCC1=C(C)CC(O)C1, Cc1cc(C(C)(C)C)c(O)c(C(C)(C)C)c1, CC1(C)C(C=C(Cl)Cl)C1C(=O)Cl, Cc1ccccc1, c1ccncc1. Product: C=CCC1=C(C)CC(OC(=O)C2C(C=C(Cl)Cl)C2(C)C)C1. Reaction SMILES: [CH2:1]([CH:2]=[CH2:3])[C:4]1=[C:8]([CH3:9])[CH2:7][CH:6]([OH:10])[CH2:5]1.[CH3:11][c:12]1[cH:13][c:14]([C:15]([CH3:16])([CH3:17])[CH3:18])[c:19]([OH:20])[c:21]([C:22]([CH3:23])([CH3:24])[CH3:25])[cH:26]1.[CH3:33][C:34]1([CH3:44])[CH:35]([C:41](=[O:42])[Cl:43])[CH:36]1[CH:37]=[C:38]([Cl:39])[Cl:40].[CH3:45][c:46]1[cH:47][cH:48][cH:49][cH:50][cH:51]1.[cH:27]1[cH:28][cH:29][n:30][cH:31][cH:32]1>>[CH2:1]([CH:2]=[CH2:3])[C:4]1=[C:8]([CH3:9])[CH2:7][CH:6]([O:10][C:41]([CH:35]2[C:34]([CH3:33])([CH3:44])[CH:36]2[CH:37]=[C:38]([Cl:39])[Cl:40])=[O:42])[CH2:5]1. Starting materials: C(#N)N=C(OC(C)C)C=1C=NC=CC1 (Isopropyl N-cyano-3-pyridinecarboximidate), NC1=CC=C(C=C1)CCN (2-(4-aminophenyl)ethylamine). The solvent is CO (methanol). Run at time 1 hour. The product is CO.N1=C(C=CC=C1)C(N)=N.C(C)OCC (methanol diethyl ether pyridinecarboximidamide). Yield: 124.5%. Reaction SMILES: C(N=[C:4]([C:9]1C=NC=CC=1)[O:5][CH:6](C)[CH3:7])#[N:2].[NH2:15][C:16]1C=C[C:19]([CH2:22][CH2:23][NH2:24])=[CH:18][CH:17]=1>CO>[CH3:4][OH:5].[N:24]1[CH:23]=[CH:22][CH:19]=[CH:18][C:17]=1[C:16](=[NH:2])[NH2:15].[CH2:4]([O:5][CH2:6][CH3:7])[CH3:9] |f:3.4.5|. Reported procedure: Isopropyl N-cyano-3-pyridinecarboximidate (1.0 g, 5.3 mmol) was dissolved in methanol (15 ml), and 2-(4-aminophenyl)ethylamine (0.80 g, 5.8 mmol) was added. The mixture was stirred at room temperature for 1 hour. After the reaction was completed, the reaction solution was concentrated under reduced pressure. The residual concentrate was crystallized from methanol-diethyl ether pyridinecarboximidamide (0.88 g, 3.3 mmol, yield: 63%) as colorless needles.